Dataset: the Open Reaction Database (ORD), a public repository of structured organic reaction records. Task: describe an organic reaction: reactants, conditions, products, and yield Reactants: Cl.O1CCOCC1 (hydrochloric acid 1,4-dioxane), FC=1C=C(C=CC1)C=1N=C2N(CCC(C2)NC(OC(C)(C)C)=O)C1 (tert-butyl (2-(3-fluorophenyl)-5,6,7,8-tetrahydroimidazo[1,2-a]pyridin-7-yl)carbamate). Reaction conditions: time 1 hour. Product: Cl.FC=1C=C(C=CC1)C=1N=C2N(CCC(C2)N)C1 (2-(3-fluorophenyl)-5,6,7,8-tetrahydroimidazo[1,2-a]pyridin-7-amine hydrochloride). RXN SMILES: [ClH:1].O1CCOCC1.[F:8][C:9]1[CH:10]=[C:11]([C:15]2[N:16]=[C:17]3[CH2:22][CH:21]([NH:23]C(=O)OC(C)(C)C)[CH2:20][CH2:19][N:18]3[CH:31]=2)[CH:12]=[CH:13][CH:14]=1>>[ClH:1].[F:8][C:9]1[CH:10]=[C:11]([C:15]2[N:16]=[C:17]3[CH2:22][CH:21]([NH2:23])[CH2:20][CH2:19][N:18]3[CH:31]=2)[CH:12]=[CH:13][CH:14]=1 |f:0.1,3.4|. Procedure details: A 4 N hydrochloric acid-1,4-dioxane solution (5 ml) was added to the tert-butyl (2-(3-fluorophenyl)-5,6,7,8-tetrahydroimidazo[1,2-a]pyridin-7-yl)carbamate (116 mg) obtained in (Example 2.7) <Step 5>, and the obtained mixture was then stirred for 1 hour. Thereafter, the solvent was distilled away under reduced pressure, and the title compound (133 mg) was obtained in the form of a colorless solid. Starting materials: O=C(O)C(=O)O, CC(N)C(=O)N(CC(=O)OC(C)(C)C)C1Cc2ccccc2C1, CC(=O)[O-], CC(=O)O, CCO, [Na+], CCCOC(=O)C(=O)CCc1ccccc1. Yields the product CCCOC(=O)C(CCc1ccccc1)NC(C)C(=O)N(CC(=O)OC(C)(C)C)C1Cc2ccccc2C1. Reaction SMILES: [C:1]([OH:2])(=[O:3])[C:4]([OH:5])=[O:6].[C:7]([CH3:8])([CH3:9])([CH3:10])[O:11][C:12]([CH2:13][N:14]([CH:15]1[CH2:16][c:17]2[cH:18][cH:19][cH:20][cH:21][c:22]2[CH2:23]1)[C:24]([CH:25]([NH2:26])[CH3:27])=[O:28])=[O:29].[CH3:31][C:32](=[O:33])[O-:34].[CH3:35][C:36](=[O:37])[OH:38].[CH3:55][CH2:56][OH:57].[Na+:30].[O:39]=[C:40]([C:41](=[O:42])[O:43][CH2:44][CH2:45][CH3:46])[CH2:47][CH2:48][c:49]1[cH:50][cH:51][cH:52][cH:53][cH:54]1>>[C:7]([CH3:8])([CH3:9])([CH3:10])[O:11][C:12]([CH2:13][N:14]([CH:15]1[CH2:16][c:17]2[cH:18][cH:19][cH:20][cH:21][c:22]2[CH2:23]1)[C:24]([CH:25]([NH:26][CH:40]([C:41](=[O:42])[O:43][CH2:44][CH2:45][CH3:46])[CH2:47][CH2:48][c:49]1[cH:50][cH:51][cH:52][cH:53][cH:54]1)[CH3:27])=[O:28])=[O:29]. Reaction SMILES: [CH2:1]1[CH2:23][O:22][C:3]2([C:9]3[CH:10]=[CH:11][C:12]([CH:14]([CH3:17])[CH2:15][OH:16])=[CH:13][C:8]=3[CH:7]=[CH:6][C:5]3[CH:18]=[CH:19][CH:20]=[CH:21][C:4]2=3)[O:2]1>C(=O)([O-])[O-].[Ag+2].C1C=CC=CC=1>[CH2:23]1[CH2:1][O:2][C:3]2([C:9]3[CH:10]=[CH:11][C:12]([CH:14]([CH3:17])[CH:15]=[O:16])=[CH:13][C:8]=3[CH:7]=[CH:6][C:5]3[CH:18]=[CH:19][CH:20]=[CH:21][C:4]2=3)[O:22]1 |f:1.2|. Product: C1OC2(C3=C(C=CC4=C2C=CC(=C4)C(C=O)C)C=CC=C3)OC1 (2-(5,5-ethylenedioxy-5H-dibenzo-[a,d]cyclohepten-2-yl)propionaldehyde). Starting materials: C1OC2(C3=C(C=CC4=C2C=CC(=C4)C(CO)C)C=CC=C3)OC1 (2-(5,5-ethylenedioxy-5H-dibenzo[a,d]cyclohepten-2-yl)propan-1-ol), 900a. Reported procedure: 0.5 Gm. of 2-(5,5-ethylenedioxy-5H-dibenzo[a,d]cyclohepten-2-yl)propan-1-ol in 50 ml. of benzene, is refluxed for 6 hours with 4.0 gm. of silver carbonate on celite, prepared as described in Compt. Rendus. (1968) C, 267, 900a. The mixture is cooled and filtered and the solution evaporated to afford a 70% yield of 2-(5,5-ethylenedioxy-5H-dibenzo-[a,d]cyclohepten-2-yl)propionaldehyde. The yield is 70.0%. The reagents and catalysts are C([O-])([O-])=O.[Ag+2] (silver carbonate). The solvent is C1=CC=CC=C1 (benzene). Reactants: [Al+3], O=C([O-])C(O)C(O)C(=O)[O-], [H-], [H-], [H-], [H-], [K+], [Li+], [Na+], C1CCOC1, CC1CC(=O)CC2=CCC3C4CCC(O)C4(C)CCC3C21CO. The product is CC1CC(O)CC2=CCC3C4CCC(O)C4(C)CCC3C21CO. As a reaction SMILES: [Al+3:25].[C:30]([CH:31]([CH:32]([C:33]([O-:34])=[O:35])[OH:36])[OH:37])([O-:38])=[O:39].[H-:24].[H-:27].[H-:28].[H-:29].[K+:40].[Li+:26].[Na+:41].[O:42]1[CH2:43][CH2:44][CH2:45][CH2:46]1.[OH:1][CH:2]1[C:3]2([CH3:4])[CH:5]([CH2:6][CH2:7]1)[CH:8]1[CH2:9][CH:10]=[C:11]3[CH2:12][C:13](=[O:23])[CH2:14][CH:15]([CH3:22])[C:16]3([CH2:17][OH:18])[CH:19]1[CH2:20][CH2:21]2>>[OH:1][CH:2]1[C:3]2([CH3:4])[CH:5]([CH2:6][CH2:7]1)[CH:8]1[CH2:9][CH:10]=[C:11]3[CH2:12][CH:13]([OH:23])[CH2:14][CH:15]([CH3:22])[C:16]3([CH2:17][OH:18])[CH:19]1[CH2:20][CH2:21]2. The reactants are C1(CCCCC1)CC(C(=O)O)N1N=CC(=CC1=O)OC1=CC=CC=2OCCOC21 (3-cyclohexyl-2-[4-(2,3-dihydro-benzo[1,4]dioxin-5-yloxy)-6-oxo-6H-pyridazin-1-yl]-propionic acid), NC1=NN(C=C1)CC(C)(O)C (1-(3-amino-pyrazol-1-yl)-2-methyl-propan-2-ol), C1(CCCCC1)CC(C(=O)O)N1N=CC(=CC1=O)OC1=CC=CC=2OCCOC21 (3-cyclohexyl-2-[4-(2,3-dihydro-benzo[1,4]dioxin-5-yloxy)-6-oxo-6H-pyridazin-1-yl]-propionic acid), NC1=NN(C=C1)CC(C)(O)C (1-(3-amino-pyrazol-1-yl)-2-methyl-propan-2-ol). Product: C1(CCCCC1)CC(C(=O)NC1=NN(C=C1)CC(C)(C)O)N1N=CC(=CC1=O)OC1=CC=CC=2OCCOC21 (3-cyclohexyl-2-[4-(2,3-dihydro-benzo[1,4]dioxin-5-yloxy)-6-oxo-6H-pyridazin-1-yl]-N-[1-(2-hydroxy-2-methyl-propyl)-1H-pyrazol-3-yl]-propionamide). Isolated yield 22.0%. Reaction SMILES: [CH:1]1([CH2:7][CH:8]([N:12]2[C:17](=[O:18])[CH:16]=[C:15]([O:19][C:20]3[C:29]4[O:28][CH2:27][CH2:26][O:25][C:24]=4[CH:23]=[CH:22][CH:21]=3)[CH:14]=[N:13]2)[C:9](O)=[O:10])[CH2:6][CH2:5][CH2:4][CH2:3][CH2:2]1.[NH2:30][C:31]1[CH:35]=[CH:34][N:33]([CH2:36][C:37]([CH3:40])([OH:39])[CH3:38])[N:32]=1>>[CH:1]1([CH2:7][CH:8]([N:12]2[C:17](=[O:18])[CH:16]=[C:15]([O:19][C:20]3[C:29]4[O:28][CH2:27][CH2:26][O:25][C:24]=4[CH:23]=[CH:22][CH:21]=3)[CH:14]=[N:13]2)[C:9]([NH:30][C:31]2[CH:35]=[CH:34][N:33]([CH2:36][C:37]([OH:39])([CH3:40])[CH3:38])[N:32]=2)=[O:10])[CH2:2][CH2:3][CH2:4][CH2:5][CH2:6]1. Procedure: Using the method described in Example 49, 3-cyclohexyl-2-[4-(2,3-dihydro-benzo[1,4]dioxin-5-yloxy)-6-oxo-6H-pyridazin-1-yl]-propionic acid (Intermediate 99) and 1-(3-amino-pyrazol-1-yl)-2-methyl-propan-2-ol (Intermediate 1) afforded 3-cyclohexyl-2-[4-(2,3-dihydro-benzo[1,4]dioxin-5-yloxy)-6-oxo-6H-pyridazin-1-yl]-N-[1-(2-hydroxy-2-methyl-propyl)-1H-pyrazol-3-yl]-propionamide as an off-white solid (40 mg, 22%); ES+-HRMS m/e calcd for C28H35N5O6 [M+H+] 538.2660 found 538.2660. 1H NMR (300 MHz, CDC...